This data is from the Open Reaction Database (ORD), a public repository of structured organic reaction records. The task is: describe an organic reaction: reactants, conditions, products, and yield Starting materials: C=C(C)c1ccc(S(=O)(=O)Nc2nc(-c3ccnc(C(=N)OC)c3)nc(OC)c2Oc2ccccc2OC)nc1, CO, [Na+], [Na], [OH-]. Product: C=C(C)c1ccc(S(=O)(=O)Nc2nc(-c3ccnc(C(=O)O)c3)nc(OC)c2Oc2ccccc2OC)nc1. RXN SMILES: [CH3:2][O:3][C:4](=[NH:5])[c:6]1[n:7][cH:8][cH:9][c:10](-[c:12]2[n:13][c:14]([O:40][CH3:41])[c:15]([O:31][c:32]3[c:33]([O:38][CH3:39])[cH:34][cH:35][cH:36][cH:37]3)[c:16]([NH:18][S:19](=[O:20])(=[O:21])[c:22]3[n:23][cH:24][c:25]([C:28](=[CH2:29])[CH3:30])[cH:26][cH:27]3)[n:17]2)[cH:11]1.[CH3:44][OH:45].[Na+:43].[Na:1].[OH-:42]>>[O:3]=[C:4]([c:6]1[n:7][cH:8][cH:9][c:10](-[c:12]2[n:13][c:14]([O:40][CH3:41])[c:15]([O:31][c:32]3[c:33]([O:38][CH3:39])[cH:34][cH:35][cH:36][cH:37]3)[c:16]([NH:18][S:19](=[O:20])(=[O:21])[c:22]3[n:23][cH:24][c:25]([C:28](=[CH2:29])[CH3:30])[cH:26][cH:27]3)[n:17]2)[cH:11]1)[OH:42]. Starting materials: N#Cc1ccc(-c2ncccc2C(F)(F)F)cc1N, [Na+], [OH-], O=S(=O)(O)O. The product is NC(=O)c1ccc(-c2ncccc2C(F)(F)F)cc1N. Reaction SMILES: [NH2:1][c:2]1[c:3]([C:4]#[N:5])[cH:6][cH:7][c:8](-[c:10]2[n:11][cH:12][cH:13][cH:14][c:15]2[C:16]([F:17])([F:18])[F:19])[cH:9]1.[Na+:21].[OH-:20].[S:22](=[O:23])(=[O:24])([OH:25])[OH:26]>>[NH2:1][c:2]1[c:3]([C:4]([NH2:5])=[O:20])[cH:6][cH:7][c:8](-[c:10]2[n:11][cH:12][cH:13][cH:14][c:15]2[C:16]([F:17])([F:18])[F:19])[cH:9]1.